Dataset: the Open Reaction Database (ORD), a public repository of structured organic reaction records. Task: describe an organic reaction: reactants, conditions, products, and yield Starting materials: CN(CC(C(C)=O)C1=CC=C(C=C1)C)C (4-Dimethylamino-3-p-tolyl-butan-2-one), IC (iodomethane). Run in CCOC(=O)C (AcOEt). Yields the product [I-].C[N+](CC(C(C)=O)C1=CC=C(C=C1)C)(C)C (trimethyl-(3-oxo-2-p-tolyl-butyl)-ammonium iodide). As a reaction SMILES: [CH3:1][N:2]([CH3:15])[CH2:3][CH:4]([C:8]1[CH:13]=[CH:12][C:11]([CH3:14])=[CH:10][CH:9]=1)[C:5](=[O:7])[CH3:6].[I:16][CH3:17]>CCOC(C)=O>[I-:16].[CH3:15][N+:2]([CH3:17])([CH3:1])[CH2:3][CH:4]([C:8]1[CH:13]=[CH:12][C:11]([CH3:14])=[CH:10][CH:9]=1)[C:5](=[O:7])[CH3:6] |f:3.4|. Procedure details: A mixture of 4-methylphenylacetone (3.01 g), paraformaldehyde (0.489 g) and dimethylamine hydrochloride (1.49 g) in MeOH (2 ml) is stirred under reflux for 3 h. The reaction mixture is diluted with 20 ml of water and the product is extracted with two portions of ether. After addition of 1 M aqueous NaOH solution, the aqueous layer is extracted with two more portions of ether. The combined organic layers are dried (Na2SO4) and the solvent is evaporated to obtain 4-dimethylamino-3-p-tolyl-butan-2-... Yields the product CC=1C=NC=2C(CCCC2C1)CC(N)=S (3-Methyl-5,6,7,8-tetrahydroquinoline-8-thiocarboxyamide). The reactants are CC=1C=NC=2C(CCCC2C1)C#N (3-Methyl-8-cyano-5,6,7,8-tetrahydroquinoline), C(C)(=S)N (thioacetamide), Cl (hydrogen chloride). Procedure details: 3-Methyl-8-cyano-5,6,7,8-tetrahydroquinoline (1.7 g., 0.01 m.) and thioacetamide (1.5 g., 0.02 m.) were dissolved in dimethylformamide (50 ml.), and the solution saturated with dry hydrogen chloride gas and then heated on a steam bath for 4 hours. The cooled reaction mixture was poured onto water (200 ml.), washed with ethyl acetate (2 × ml) and the extracts discarded. The aqueous solution was adjusted to pH 10.0 with 46% sodium hydroxide and extracted into methylene chloride (2 × 200 ml.). The ... Solvent: CN(C=O)C (dimethylformamide). The yield is 59.8%. Reaction SMILES: [CH3:1][C:2]1[CH:3]=[N:4][C:5]2[CH:6]([C:12]#N)[CH2:7][CH2:8][CH2:9][C:10]=2[CH:11]=1.[C:14]([NH2:17])(=[S:16])C.Cl>CN(C)C=O>[CH3:1][C:2]1[CH:3]=[N:4][C:5]2[CH:6]([CH2:12][C:14](=[S:16])[NH2:17])[CH2:7][CH2:8][CH2:9][C:10]=2[CH:11]=1. The reactants are CC1=C(CCl)C=CC=C1 (2-methylbenzyl chloride), O1C(=CC=C1)C(=O)OC (methyl 2-furoate), ferric chloride. Reported procedure: A mixture of 2-methylbenzyl chloride [prepared as described by Voronkov and Popova, Latv. P.S.R. Zinat. Akad. Vestis Kim. Sev. 1970(5), 595; 62 g.], methyl 2-furoate (114 g.) and anhydrous ferric chloride (1.4 g.) in dry carbon tetrachloride (120 ml.) was heated on a steam bath under relfux for 18 hours. The solution was then evapoated to dryness. The residue was dissolved in chloroform, washed with 2N hydrochloric acid and water, dried over magnesium sulphate and distilled to give methyl 5-(2-m... The solvent is C(Cl)(Cl)(Cl)Cl (carbon tetrachloride), C(Cl)(Cl)Cl (chloroform). Isolated yield 49.2%. As a reaction SMILES: [CH3:1][C:2]1[CH:9]=[CH:8][CH:7]=[CH:6][C:3]=1[CH2:4]Cl.[O:10]1[CH:14]=[CH:13][CH:12]=[C:11]1[C:15]([O:17][CH3:18])=[O:16]>C(Cl)(Cl)(Cl)Cl.C(Cl)(Cl)Cl>[CH3:1][C:2]1[CH:9]=[CH:8][CH:7]=[CH:6][C:3]=1[CH2:4][C:14]1[O:10][C:11]([C:15]([O:17][CH3:18])=[O:16])=[CH:12][CH:13]=1. Yields the product CC1=C(CC2=CC=C(O2)C(=O)OC)C=CC=C1 (methyl 5-(2-methylbenzyl)-2-furoate). The reactants are C[C@@H]1N([C@@H](CCC1)C)CCCO (cis-2,6-dimethyl-1-piperidinepropanol), [OH-].[Na+] (sodium hydroxide), S(=O)(Cl)Cl (thionyl chloride), Cl (hydrochloride). Run in C1=CC=CC=C1 (benzene), O (water), CCOCC (ether). The product is ClCCCN1[C@H](CCC[C@H]1C)C (cis-1-(3-chloropropyl)-2,6-dimethylpiperidine). RXN SMILES: [CH3:1][C@H:2]1[CH2:7][CH2:6][CH2:5][C@@H:4]([CH3:8])[N:3]1[CH2:9][CH2:10][CH2:11]O.S(Cl)([Cl:15])=O.Cl.[OH-].[Na+]>O.CCOCC.C1C=CC=CC=1>[Cl:15][CH2:11][CH2:10][CH2:9][N:3]1[C@H:2]([CH3:1])[CH2:7][CH2:6][CH2:5][C@@H:4]1[CH3:8] |f:3.4|. Reported procedure: A stirred solution of 171 g. of cis-2,6-dimethyl-1-piperidinepropanol in 400 ml. of benzene is cooled to 0°-5° and 143 g. of thionyl chloride is added dropwise over a period of 30 minutes. The mixture is then heated at reflux for 2 hours, cooled and diluted with 1 l. of ether. The resulting precipitate of cis-1-(3-chloropropyl)-2,6-dimethylpiperidine hydrochloride is collected by filtration; m.p. 173°-174° C. after crystallization from 2-propanol-ether. The free base is prepared as needed by dis... The product is NC(=O)c1nc(-c2c(F)cccc2F)oc1-c1ccc(OCC2CO2)cc1. RXN SMILES: [CH3:40][CH2:41][O:42][C:43]([CH3:44])=[O:45].[Cl:30][CH2:31][CH:32]1[CH2:33][O:34]1.[F:1][c:2]1[c:3](-[c:9]2[o:10][c:11](-[c:17]3[cH:18][cH:19][c:20]([OH:23])[cH:21][cH:22]3)[c:12]([C:14](=[O:15])[NH2:16])[n:13]2)[c:4]([F:8])[cH:5][cH:6][cH:7]1.[K+:24].[K+:25].[O-:26][C:27]([O-:28])=[O:29].[O:35]=[CH:36][N:37]([CH3:38])[CH3:39]>>[F:1][c:2]1[c:3](-[c:9]2[o:10][c:11](-[c:17]3[cH:18][cH:19][c:20]([O:23][CH2:31][CH:32]4[CH2:33][O:34]4)[cH:21][cH:22]3)[c:12]([C:14](=[O:15])[NH2:16])[n:13]2)[c:4]([F:8])[cH:5][cH:6][cH:7]1. Starting materials: CCOC(C)=O, ClCC1CO1, NC(=O)c1nc(-c2c(F)cccc2F)oc1-c1ccc(O)cc1, [K+], [K+], O=C([O-])[O-], CN(C)C=O. The reactants are C1=CC(=CC=C1[C@H]([C@@H](CO)NC(=O)C(Cl)Cl)O)[N+](=O)[O-] (chloramphenicol), CC[C@@H]1[C@@]([C@@H]([C@H](C(=O)[C@@H](C[C@@]([C@@H]([C@H]([C@@H]([C@H](C(=O)O1)C)O[C@H]2C[C@@]([C@H]([C@@H](O2)C)O)(C)OC)C)O[C@H]3[C@@H]([C@H](C[C@H](O3)C)N(C)C)O)(C)O)C)C)O)(C)O (erythromycin), C[C@]1(C=2C=CC=C(C2C(=O)C3=C([C@]4([C@@H](C[C@@H]31)[C@@H](C(=C(C4=O)C(=O)N)O)N(C)C)O)O)O)O (tetracyclin). Reaction conditions: time 48 hour. The product is N[C@@H](CC(C)C)C(=O)O (L-leucine). Reaction SMILES: [CH:1]1[C:6]([C@@H:7](O)[C@H:8]([NH:11]C(C(Cl)Cl)=O)[CH2:9][OH:10])=[CH:5]C=C([N+]([O-])=O)C=1.CC[C@H]1OC(=O)[C@H](C)[C@@H](O[C@@H]2O[C@@H](C)[C@H](O)[C@@](OC)(C)C2)[C@H](C)[C@@H](O[C@@H]2O[C@H](C)C[C@H](N(C)C)[C@H]2O)[C@@](O)(C)C[C@@H](C)C(=[O:28])[C@H](C)[C@@H](O)[C@@]1(O)C.C[C@]1(O)[C@@H]2C(=C(O)[C@]3(O)C(=O)C(C(N)=O)=C(O)[C@@H](N(C)C)[C@@H]3C2)C(=O)C2C(O)=CC=CC1=2>>[NH2:11][C@H:8]([C:9]([OH:10])=[O:28])[CH2:7][CH:6]([CH3:5])[CH3:1]. Procedure details: Table 3 shows the enzymatic formation of pepstatins from L-leucine and other reactants. In this experiment a medium containing 1.0% glucose, 1.0% starch, 0.75% polypeptone, 0.75% Ehrlich meat extracts, 0.3% NaCl, 0.01% MgSO4.7H2O, 0.1% KH2PO4 and 0.1% metal ions solution (the same composition as described in Experiment 1), pH 7.2, was prepared and sterilized at 120° for 15 min. A pepstatin-producing strain Streptomyces testaceus MC144-Cl (ATCC 21469) was added to a 50 ml portion of the medium in...